This data is from the Open Reaction Database (ORD), a public repository of structured organic reaction records. The task is: describe an organic reaction: reactants, conditions, products, and yield Reactants: CC(=O)OC(C)(C)C, C[Si](C)(C)[N-][Si](C)(C)C, Cc1ccccc1, Clc1nccs1, [Na+]. Yields the product CC(C)(C)OC(=O)Cc1nccs1. Reaction SMILES: [C:7]([CH3:8])(=[O:9])[O:10][C:11]([CH3:12])([CH3:13])[CH3:14].[CH3:16][Si:17]([N-:18][Si:19]([CH3:20])([CH3:21])[CH3:22])([CH3:23])[CH3:24].[CH3:25][c:26]1[cH:27][cH:28][cH:29][cH:30][cH:31]1.[Cl:1][c:2]1[n:3][cH:4][cH:5][s:6]1.[Na+:15]>>[c:2]1([CH2:8][C:7](=[O:9])[O:10][C:11]([CH3:12])([CH3:13])[CH3:14])[n:3][cH:4][cH:5][s:6]1.